Dataset: the Open Reaction Database (ORD), a public repository of structured organic reaction records. Task: describe an organic reaction: reactants, conditions, products, and yield The reactants are C(C)(C)[N-]C(C)C.[Li+] (lithium diisopropylamide), C1(=CC=CC=C1)S(=O)(=O)N1C=CC2=CC=CC=C12 (1-phenylsulfonyl-1H-indole), [C@H]12CC(C[C@H](CC1)N2C)=O (3-tropanone). Solvent: O1CCCC1 (tetrahydrofuran), O1CCCC1 (tetrahydrofuran). Run at time 1.5 hour. Product: OC1(CC2CCC(C1)N2C)C=2N(C1=CC=CC=C1C2)S(=O)(=O)C2=CC=CC=C2 (3-hydroxy-3-(1-phenylsulfonylindol-2-yl)-8-methyl-8-azabicyclo-[3.2.1]octane). Reaction SMILES: C([N-]C(C)C)(C)C.[Li+].[C:9]1([S:15]([N:18]2[C:26]3[C:21](=[CH:22][CH:23]=[CH:24][CH:25]=3)[CH:20]=[CH:19]2)(=[O:17])=[O:16])[CH:14]=[CH:13][CH:12]=[CH:11][CH:10]=1.[C@@H:27]12[N:34]([CH3:35])[C@@H:31]([CH2:32][CH2:33]1)[CH2:30][C:29](=[O:36])[CH2:28]2>O1CCCC1>[OH:36][C:29]1([C:19]2[N:18]([S:15]([C:9]3[CH:10]=[CH:11][CH:12]=[CH:13][CH:14]=3)(=[O:17])=[O:16])[C:26]3[C:21]([CH:20]=2)=[CH:22][CH:23]=[CH:24][CH:25]=3)[CH2:28][CH:27]2[N:34]([CH3:35])[CH:31]([CH2:32][CH2:33]2)[CH2:30]1 |f:0.1|. Procedure: A solution of 1 equivalent of lithium diisopropylamide (15.5 mMol in tetrahydrofuran) is added via cannula to a solution of 1 equivalent of 1-phenylsulfonyl-1H-indole in tetrahydrofuran at -78° C. The reaction mixture is stirred at this temperature for 1.5 hours, warmed to room temperature for 1 hour and then cooled again to -78° C. To this solution is then added a solution of 1.02 equivalents of 3-tropanone in tetrahydrofuran and the resulting mixture is allowed to warm to room temperature over... Reactants: N1=CC=CC2=CC(=CC=C12)CN1N=NC=2C1=NC(=CN2)C#N (1-(quinolin-6-ylmethyl)-1H-[1,2,3]triazolo[4,5-b]pyrazine-6-carbonitrile), O.NN (hydrazine hydrate). Run in CCO (EtOH). Reaction conditions: temperature 60 celsius. Yields the product N1=CC=CC2=CC(=CC=C12)CN1N=NC=2C1=NC(=CN2)C(N)=NN (1-(Quinolin-6-ylmethyl)-1H-[1,2,3]triazolo[4,5-b]pyrazine-6-carbohydrazonamide). As a reaction SMILES: [N:1]1[C:10]2[C:5](=[CH:6][C:7]([CH2:11][N:12]3[C:16]4=[N:17][C:18]([C:21]#[N:22])=[CH:19][N:20]=[C:15]4[N:14]=[N:13]3)=[CH:8][CH:9]=2)[CH:4]=[CH:3][CH:2]=1.O.[NH2:24][NH2:25]>CCO>[N:1]1[C:10]2[C:5](=[CH:6][C:7]([CH2:11][N:12]3[C:16]4=[N:17][C:18]([C:21](=[N:24][NH2:25])[NH2:22])=[CH:19][N:20]=[C:15]4[N:14]=[N:13]3)=[CH:8][CH:9]=2)[CH:4]=[CH:3][CH:2]=1 |f:1.2|. Reported procedure: To a solution of 1-(quinolin-6-ylmethyl)-1H-[1,2,3]triazolo[4,5-b]pyrazine-6-carbonitrile (80 mg, 0.278 mmol) in EtOH (3 mL), was added hydrazine hydrate (18.12 mg, 0.362 mmol). The reaction was heated to 60° C. overnight. The mixture was filtered and washed with EtOH, H2O, and EtOH to give a yellow solid. 1H-NMR (400 MHz, DMSO-d6+D2O) δ ppm 9.29 (s, 1H), 8.88 (s, 1H), 8.34 (d, 1H), 8.01 (m, 2H), 7.83 (d, 1H), 7.52 (m, 1H), 6.16 (s, 2H). LCMS (method B): [MH]+=320, tR=1.03 min. Reactants: C(C)(C)(C)OC(C(CC1(CCCC1)C(N[C@@H]1CC[C@@H](CC1)C(=O)OCC)=O)NC(=O)OCC1=CC=CC=C1)=O (2-Benzyloxycarbonylamino-3-{1-[(cis-4-ethoxycarbonylcyclohexyl)carbamoyl]cyclopentyl}-propanoic acid t-butyl ester). Reagents/catalysts: [Pd] (palladium on carbon). Solvent: C(C)O (ethanol). The product is C(C)(C)(C)OC(C(CC1(CCCC1)C(N[C@@H]1CC[C@@H](CC1)C(=O)OCC)=O)N)=O (2-Amino-3-{1-[(cis-4-ethoxycarbonyl-cyclohexyl)carbamoyl]cyclopentyl}propanoic acid t-butyl ester). Isolated yield 111.4%. Reaction SMILES: [C:1]([O:5][C:6](=[O:39])[CH:7]([NH:28]C(OCC1C=CC=CC=1)=O)[CH2:8][C:9]1([C:14](=[O:27])[NH:15][C@H:16]2[CH2:21][CH2:20][C@@H:19]([C:22]([O:24][CH2:25][CH3:26])=[O:23])[CH2:18][CH2:17]2)[CH2:13][CH2:12][CH2:11][CH2:10]1)([CH3:4])([CH3:3])[CH3:2]>C(O)C.[Pd]>[C:1]([O:5][C:6](=[O:39])[CH:7]([NH2:28])[CH2:8][C:9]1([C:14](=[O:27])[NH:15][C@H:16]2[CH2:17][CH2:18][C@@H:19]([C:22]([O:24][CH2:25][CH3:26])=[O:23])[CH2:20][CH2:21]2)[CH2:13][CH2:12][CH2:11][CH2:10]1)([CH3:2])([CH3:3])[CH3:4]. Reported procedure: 2-Benzyloxycarbonylamino-3-{1-[(cis-4-ethoxycarbonylcyclohexyl)carbamoyl]cyclopentyl}-propanoic acid t-butyl ester (8.11 g, 15 mmole) in 10% aqueous ethanol (320 ml) was hydrogenated at 30 p.s.i. (2 bar) for 4 hours over 10% palladium on carbon. The catalyst was removed by filtration and the filtrate evaporated under vacuum. The residue was azeotroped with dichloromethane (3×50 ml) and dried to give the crude title compound as a gum (6.86 g). Rf. 0.6 (silica; methanol, dichloromethane 5:95). The reactants are CC=1SC(=NN1)C=CC1=C(C=CC=C1)OCC(CCl)O (2-methyl-5-[2-(2-hydroxy-3-chloro-propoxy)-styryl]-1,3,4-thiadiazole), C(C)(C)(C)N (tert.-butylamine). Run in O1CCOCC1 (dioxane). Product: CC=1SC(=NN1)C=CC1=C(C=CC=C1)OCC(CNC(C)(C)C)O (2-methyl-5-[2-(2-hydroxy-3-tert.-butylamino-propoxy)-styryl]-1,3,4-thiadiazole). As a reaction SMILES: [CH3:1][C:2]1[S:3][C:4]([CH:7]=[CH:8][C:9]2[CH:14]=[CH:13][CH:12]=[CH:11][C:10]=2[O:15][CH2:16][CH:17]([OH:20])[CH2:18]Cl)=[N:5][N:6]=1.[C:21]([NH2:25])([CH3:24])([CH3:23])[CH3:22]>O1CCOCC1>[CH3:1][C:2]1[S:3][C:4]([CH:7]=[CH:8][C:9]2[CH:14]=[CH:13][CH:12]=[CH:11][C:10]=2[O:15][CH2:16][CH:17]([OH:20])[CH2:18][NH:25][C:21]([CH3:24])([CH3:23])[CH3:22])=[N:5][N:6]=1. Reported procedure: 1.6 g of 2-methyl-5-[2-(2-hydroxy-3-chloro-propoxy)-styryl]-1,3,4-thiadiazole and 10 ml of tert.-butylamine in 50 ml of dioxane are heated for 10 hours at 100° C. in an autoclave. After distilling off the volatile constituents under reduced pressure the highly viscous crude product is chromatographed over a dry silica gel column, using chloroform. The residue obtained on evaporating the eluates containing the product gives 2-methyl-5-[2-(2-hydroxy-3-tert.-butylamino-propoxy)-styryl]-1,3,4-thiadi... Reactants: CC(=O)OC(C)=O, O=CO, CC(C)ON=C(C(=O)O)c1csc(N)n1. The product is CC(C)ON=C(C(=O)O)c1csc(NC=O)n1. RXN SMILES: [CH3:16][C:17](=[O:18])[O:19][C:20](=[O:21])[CH3:22].[CH:23]([OH:24])=[O:25].[NH2:1][c:2]1[s:3][cH:4][c:5]([C:7]([C:8](=[O:9])[OH:10])=[N:11][O:12][CH:13]([CH3:14])[CH3:15])[n:6]1>>[NH:1]([c:2]1[s:3][cH:4][c:5]([C:7]([C:8](=[O:9])[OH:10])=[N:11][O:12][CH:13]([CH3:14])[CH3:15])[n:6]1)[CH:17]=[O:18]. Starting materials: C(CC(O)(C(=O)O)CC(=O)O)(=O)O (citric acid), C[O-].[Na+] (Sodium methoxide), FC1=C(C(=O)OC)C=C(C(=C1C)[N+](=O)[O-])F (methyl 2,5-difluoro-3-methyl-4-nitrobenzoate), ice water. Run in C(C)#N (acetonitrile). Reaction conditions: temperature 50 celsius, time 2 hour. The product is FC1=C(C(=O)O)C=C(C(=C1C)[N+](=O)[O-])OC (2-Fluoro-5-methoxy-3-methyl-4-nitrobenzoic Acid). RXN SMILES: C[O-].[Na+].[F:4][C:5]1[C:14]([CH3:15])=[C:13]([N+:16]([O-:18])=[O:17])[C:12](F)=[CH:11][C:6]=1[C:7]([O:9]C)=[O:8].C(O)(=O)C[C:22](CC(O)=O)(C(O)=O)[OH:23]>C(#N)C>[F:4][C:5]1[C:14]([CH3:15])=[C:13]([N+:16]([O-:18])=[O:17])[C:12]([O:23][CH3:22])=[CH:11][C:6]=1[C:7]([OH:9])=[O:8] |f:0.1|. Reported procedure: Sodium methoxide (28% methanol solution; 1.66 g) was added to a solution of methyl 2,5-difluoro-3-methyl-4-nitrobenzoate (1.0 g) in acetonitrile (5 ml) under ice cooling, and the mixture was stirred for 1 hour at 0° C. and for 2 hours at 50° C. The reaction mixture was additionally stirred overnight at room temperature and then poured into ice water. The mixture was acidified with citric acid and then extracted with diethyl ether. An organic layer was dried over anhydrous magnesium sulfate, and ...